Dataset: the Open Reaction Database (ORD), a public repository of structured organic reaction records. Task: describe an organic reaction: reactants, conditions, products, and yield The reactants are BrCCCN1S(N(C2=C1C=CC=C2)C2=C(C=C(C=C2)Cl)F)(=O)=O (1-(3-bromopropyl)-3-(4-chloro-2-fluorophenyl)-1,3-dihydro-2,1,3-benzothiadiazole 2,2-dioxide), BrCCO (2-bromoethanol), C1(=CC=CC=C1)P(C1=CC=CC=C1)C1=CC=CC=C1 (triphenylphosphine), CC(C)OC(=O)/N=N/C(=O)OC(C)C (diisopropylazodicarboxylate). The solvent is O1CCCC1 (tetrahydrofuran). Yields the product BrCCN1S(N(C2=C1C=CC=C2)C2=C(C=C(C=C2)Cl)F)(=O)=O (1-(2-bromoethyl)-3-(4-chloro-2-fluorophenyl)-1,3-dihydro-2,1,3-benzothiadiazole 2,2-dioxide). Isolated yield 34.4%. As a reaction SMILES: BrCCC[N:5]1[C:9]2[CH:10]=[CH:11][CH:12]=[CH:13][C:8]=2[N:7]([C:14]2[CH:19]=[CH:18][C:17]([Cl:20])=[CH:16][C:15]=2[F:21])[S:6]1(=[O:23])=[O:22].[Br:24][CH2:25][CH2:26]O.C1(P(C2C=CC=CC=2)C2C=CC=CC=2)C=CC=CC=1.CC(OC(/N=N/C(OC(C)C)=O)=O)C>O1CCCC1>[Br:24][CH2:25][CH2:26][N:5]1[C:9]2[CH:10]=[CH:11][CH:12]=[CH:13][C:8]=2[N:7]([C:14]2[CH:19]=[CH:18][C:17]([Cl:20])=[CH:16][C:15]=2[F:21])[S:6]1(=[O:23])=[O:22]. Reported procedure: To a stirring solution of 1-(3-bromopropyl)-3-(4-chloro-2-fluorophenyl)-1,3-dihydro-2,1,3-benzothiadiazole 2,2-dioxide (150 mg, 0.502 mmol), 2-bromoethanol (71 uL, 1.00 mmol), and triphenylphosphine (263 mg, 1.00 mmol) in anhydrous tetrahydrofuran was added diisopropylazodicarboxylate (195 uL, 1.00 mmol) and the solution stirred, capped, at room temperature for 18 hr. The reaction mixture was concentrated then loaded directly onto silica gel and purified via Isco chromatography (Redisep, silica,... Starting materials: BrC1=C(C=CC=C1)C=1N=CN(C1)C(C1=CC=CC=C1)(C1=CC=CC=C1)C1=CC=CC=C1 (4-(2-bromo-phenyl)-1-trityl-1H-imidazole), [Cu]C#N (copper (I) cyanide), C(C1=CC=CC=C1)(C1=CC=CC=C1)(C1=CC=CC=C1)O (trityl alcohol), crude product. The solvent is CN(C=O)C (dimethylformamide), C1(=CC=CC=C1)C (toluene). Run at temperature 80 celsius. Yields the product C(C1=CC=CC=C1)(C1=CC=CC=C1)(C1=CC=CC=C1)N1C=NC(=C1)C1=C(C#N)C=CC=C1 (2-(1-Trityl-1H-imidazol-4-yl)-benzonitrile). As a reaction SMILES: Br[C:2]1[CH:7]=[CH:6][CH:5]=[CH:4][C:3]=1[C:8]1[N:9]=[CH:10][N:11]([C:13]([C:26]2[CH:31]=[CH:30][CH:29]=[CH:28][CH:27]=2)([C:20]2[CH:25]=[CH:24][CH:23]=[CH:22][CH:21]=2)[C:14]2[CH:19]=[CH:18][CH:17]=[CH:16][CH:15]=2)[CH:12]=1.[Cu][C:33]#[N:34].C(O)(C1C=CC=CC=1)(C1C=CC=CC=1)C1C=CC=CC=1>CN(C)C=O.C1(C)C=CC=CC=1>[C:13]([N:11]1[CH:12]=[C:8]([C:3]2[CH:4]=[CH:5][CH:6]=[CH:7][C:2]=2[C:33]#[N:34])[N:9]=[CH:10]1)([C:14]1[CH:19]=[CH:18][CH:17]=[CH:16][CH:15]=1)([C:26]1[CH:31]=[CH:30][CH:29]=[CH:28][CH:27]=1)[C:20]1[CH:21]=[CH:22][CH:23]=[CH:24][CH:25]=1. Procedure details: To a solution of 4-(2-bromo-phenyl)-1-trityl-1H-imidazole (73.0 g, 163.3 mmol) in dimethylformamide (500 ml) was added copper (I) cyanide (17.5 g, 195.9 mmol). The reaction was heated to ˜80° C. under nitrogen for 14 h. After cooling to about 50° C., the reaction was diluted with toluene (ca. 300 ml) and slowly poured onto ammonium hydroxide (3N, 1.5 L) while stirring vigorously. The mixture was stirred for 40 min and then filtered in vacuo over a bed of celite (slow filtration, required ˜2 h). ... The reactants are CCO, [Na+], [OH-], O, O=S(=O)(c1ccccc1)n1cc(-c2ccoc2)c2cc(-c3cccs3)cnc21. The product is c1csc(-c2cnc3[nH]cc(-c4ccoc4)c3c2)c1. RXN SMILES: [CH3:31][CH2:32][OH:33].[Na+:30].[OH-:29].[OH2:34].[c:1]1([S:2](=[O:3])(=[O:4])[n:10]2[cH:11][c:12](-[c:24]3[cH:25][o:26][cH:27][cH:28]3)[c:13]3[c:14]2[n:15][cH:16][c:17](-[c:19]2[s:20][cH:21][cH:22][cH:23]2)[cH:18]3)[cH:5][cH:6][cH:7][cH:8][cH:9]1>>[nH:10]1[cH:11][c:12](-[c:24]2[cH:25][o:26][cH:27][cH:28]2)[c:13]2[c:14]1[n:15][cH:16][c:17](-[c:19]1[s:20][cH:21][cH:22][cH:23]1)[cH:18]2.